From a dataset of the Open Reaction Database (ORD), a public repository of structured organic reaction records. describe an organic reaction: reactants, conditions, products, and yield Reactants: [OH-].[Na+] (sodium hydroxide), C(C)(C)(C)OC(=O)OC1=CC=C(C=C1)C1=CN(C2=CC(=CC=C12)N1CCN(CC1)C(=O)OC(C)(C)C)C1=CC=NC=C1 (tert-butyl 4-(3-(4-(tert-butoxycarbonyloxy)phenyl)-1-(pyridin-4-yl)-1H-indol-6-yl)piperazine-1-carboxylate), O (water). Solvent: CO (methanol). Conditions: time 3.5 hour. Product: OC1=CC=C(C=C1)C1=CN(C2=CC(=CC=C12)N1CCN(CC1)C(=O)OC(C)(C)C)C1=CC=NC=C1 (tert-butyl 4-(3-(4-hydroxyphenyl)-1-(pyridin-4-yl)-1H-indol-6-yl)piperazine-1-carboxylate). As a reaction SMILES: [OH-].[Na+].C(OC([O:10][C:11]1[CH:16]=[CH:15][C:14]([C:17]2[C:25]3[C:20](=[CH:21][C:22]([N:26]4[CH2:31][CH2:30][N:29]([C:32]([O:34][C:35]([CH3:38])([CH3:37])[CH3:36])=[O:33])[CH2:28][CH2:27]4)=[CH:23][CH:24]=3)[N:19]([C:39]3[CH:44]=[CH:43][N:42]=[CH:41][CH:40]=3)[CH:18]=2)=[CH:13][CH:12]=1)=O)(C)(C)C.O>CO>[OH:10][C:11]1[CH:12]=[CH:13][C:14]([C:17]2[C:25]3[C:20](=[CH:21][C:22]([N:26]4[CH2:27][CH2:28][N:29]([C:32]([O:34][C:35]([CH3:38])([CH3:37])[CH3:36])=[O:33])[CH2:30][CH2:31]4)=[CH:23][CH:24]=3)[N:19]([C:39]3[CH:40]=[CH:41][N:42]=[CH:43][CH:44]=3)[CH:18]=2)=[CH:15][CH:16]=1 |f:0.1|. Reported procedure: 2 N sodium hydroxide aqueous solution (18 μL, 0.035 mmol) was added to a mixture solution of tert-butyl 4-(3-(4-(tert-butoxycarbonyloxy)phenyl)-1-(pyridin-4-yl)-1H-indol-6-yl)piperazine-1-carboxylate (10 mg, 0.018 mmol) in methanol (0.5 mL) at room temperature. After stirring at room temperature for 3.5 hours, followed by addition of water, the mixture was extracted with ethyl acetate. The collected organic layer was washed with brine and concentrated under reduced pressure by drying with anhydr...